This data is from the Open Reaction Database (ORD), a public repository of structured organic reaction records. The task is: describe an organic reaction: reactants, conditions, products, and yield Reactants: Cc1cc(-c2ccc(Cl)cc2)nc(-n2cnc(-c3ncc(S(=O)(=O)NC(C)(C)C)s3)c2)n1, ClCCl, O=C(O)C(F)(F)F. The product is Cc1cc(-c2ccc(Cl)cc2)nc(-n2cnc(-c3ncc(S(N)(=O)=O)s3)c2)n1. RXN SMILES: [C:1]([CH3:2])([CH3:3])([CH3:4])[NH:5][S:6](=[O:7])(=[O:8])[c:9]1[cH:10][n:11][c:12](-[c:14]2[n:15][cH:16][n:17](-[c:19]3[n:20][c:21]([CH3:32])[cH:22][c:23](-[c:25]4[cH:26][cH:27][c:28]([Cl:31])[cH:29][cH:30]4)[n:24]3)[cH:18]2)[s:13]1.[Cl:40][CH2:41][Cl:42].[F:33][C:34]([F:35])([F:36])[C:37]([OH:38])=[O:39]>>[NH2:5][S:6](=[O:7])(=[O:8])[c:9]1[cH:10][n:11][c:12](-[c:14]2[n:15][cH:16][n:17](-[c:19]3[n:20][c:21]([CH3:32])[cH:22][c:23](-[c:25]4[cH:26][cH:27][c:28]([Cl:31])[cH:29][cH:30]4)[n:24]3)[cH:18]2)[s:13]1. Starting materials: C(C)(C)(C)OC(N(C)C1=NC(=CC=C1)CCOC=1C=C2C=CNC2=CC1)=O ({6-[2-(1H-indol-5-yloxy)-ethyl]-pyridin-2-yl}-methyl-carbamic acid tert-butyl ester), C(C)OC(C#CC=1C=NC2=CC=CC=C2C1)=O (quinolin-3-yl-propynoic acid ethyl ester). Product: CNC1=CC=CC(=N1)CCOC=1C=C2C=CN(C2=CC1)C(CC(=O)O)C=1C=NC2=CC=CC=C2C1 (3-{5-[2-(6-Methylamino-pyridin-2-yl)-ethoxy]-indol-1-yl}-3-quinolin-3-yl-propionic acid). The yield is 48.0%. Reaction SMILES: C(OC(=O)[N:7]([C:9]1[CH:14]=[CH:13][CH:12]=[C:11]([CH2:15][CH2:16][O:17][C:18]2[CH:19]=[C:20]3[C:24](=[CH:25][CH:26]=2)[NH:23][CH:22]=[CH:21]3)[N:10]=1)[CH3:8])(C)(C)C.C([O:30][C:31](=[O:44])[C:32]#[C:33][C:34]1[CH:35]=[N:36][C:37]2[C:42]([CH:43]=1)=[CH:41][CH:40]=[CH:39][CH:38]=2)C>>[CH3:8][NH:7][C:9]1[N:10]=[C:11]([CH2:15][CH2:16][O:17][C:18]2[CH:19]=[C:20]3[C:24](=[CH:25][CH:26]=2)[N:23]([CH:33]([C:34]2[CH:35]=[N:36][C:37]4[C:42]([CH:43]=2)=[CH:41][CH:40]=[CH:39][CH:38]=4)[CH2:32][C:31]([OH:44])=[O:30])[CH:22]=[CH:21]3)[CH:12]=[CH:13][CH:14]=1. Procedure: The title compound was synthesized from {6-[2-(1H-indol-5-yloxy)-ethyl]-pyridin-2-yl}-methyl-carbamic acid tert-butyl ester and quinolin-3-yl-propynoic acid ethyl ester, using the procedure described in Example 16, step (d1), in 48% yield, as an E/Z isomeric mixture. H1 NMR (Cl3CD), δ: 8.91 (d, 0.3H, J=2.1 Hz), 8.88 (d, 0.3H, J=2.3 Hz), 8.17 (d, 0.7H, J=8.8 Hz), 8.14-8.11 (m, 1H), 7.97 (d, 0.3H, J=2.0 Hz), 7.82-7.74 (m, 2H), 7.60 (m, 1H), 7.53 (m, 1H), 7.49 (m, 1H), 7.17 (m, 1H), 7.11 (m, 1H), 6... Reactants: O1CCC(CC1)O (Tetrahydro-2H-pyran-4-ol), ClC1=NC=C(C(=O)NC2=CC=C(C=C2)OC(F)(F)Cl)C=C1C=1C=NC=NC1 (6-chloro-N-(4-(chlorodifluoromethoxy)phenyl)-5-(pyrimidin-5-yl)nicotinamide), C(=O)([O-])[O-].[K+].[K+] (K2CO3). Solvent: CC#N (MeCN). Run at temperature 120 celsius, time 26 hour. Product: ClC(OC1=CC=C(C=C1)NC(C1=CN=C(C(=C1)C=1C=NC=NC1)OC1CCOCC1)=O)(F)F (N-(4-(Chlorodifluoromethoxy)phenyl)-5-(pyrimidin-5-yl)-6-((tetrahydro-2h-pyran-4-yl)oxy)nicotinamide). As a reaction SMILES: [O:1]1[CH2:6][CH2:5][CH:4]([OH:7])[CH2:3][CH2:2]1.Cl[C:9]1[C:28]([C:29]2[CH:30]=[N:31][CH:32]=[N:33][CH:34]=2)=[CH:27][C:12]([C:13]([NH:15][C:16]2[CH:21]=[CH:20][C:19]([O:22][C:23]([Cl:26])([F:25])[F:24])=[CH:18][CH:17]=2)=[O:14])=[CH:11][N:10]=1.C([O-])([O-])=O.[K+].[K+]>CC#N>[Cl:26][C:23]([F:24])([F:25])[O:22][C:19]1[CH:18]=[CH:17][C:16]([NH:15][C:13](=[O:14])[C:12]2[CH:27]=[C:28]([C:29]3[CH:34]=[N:33][CH:32]=[N:31][CH:30]=3)[C:9]([O:7][CH:4]3[CH2:5][CH2:6][O:1][CH2:2][CH2:3]3)=[N:10][CH:11]=2)=[CH:21][CH:20]=1 |f:2.3.4|. Procedure: Tetrahydro-2H-pyran-4-ol (0.105 mL, 1.095 mmol) was added to a stirred mixture of 6-chloro-N-(4-(chlorodifluoromethoxy)phenyl)-5-(pyrimidin-5-yl)nicotinamide (Example 76, 100 mg, 0.243 mmol) and K2CO3 (201.6 mg, 1.458 mmol) in MeCN (1 mL) and the RM was stirred at 110-130° C. for 26 h. The solvent was evaporated off under reduced pressure and the crude product was purified by SFC (Column 2-EP; gradient 9% to 19% in 6 min.) and lyophilized in water/MeCN (minimum volume) to give the title compound...